From a dataset of the Open Reaction Database (ORD), a public repository of structured organic reaction records. describe an organic reaction: reactants, conditions, products, and yield Reactants: BrC1=CC=C2C3=C(NC2=C1)C(=NC(=C3C=3C(=C(C=CC3)NC(OCC3=CC=CC=C3)=O)C)C)C(N)=O (benzyl (3-(7-bromo-1-carbamoyl-3-methyl-9H-pyrido[3,4-b]indol-4-yl)-2-methylphenyl)carbamate), I[Si](C)(C)C (iodotrimethylsilane). The solvent is C(C)#N (acetonitrile). Run at time 1.5 hour. The product is NC=1C(=C(C=CC1)C1=C(N=C(C=2NC3=CC(=CC=C3C21)Br)C(=O)N)C)C (4-(3-amino-2-methylphenyl)-7-bromo-3-methyl-9H-pyrido[3,4-b]indole-1-carboxamide). Isolated yield 49.5%. As a reaction SMILES: [Br:1][C:2]1[CH:10]=[C:9]2[C:5]([C:6]3[C:14]([C:15]4[C:16]([CH3:32])=[C:17]([NH:21]C(=O)OCC5C=CC=CC=5)[CH:18]=[CH:19][CH:20]=4)=[C:13]([CH3:33])[N:12]=[C:11]([C:34](=[O:36])[NH2:35])[C:7]=3[NH:8]2)=[CH:4][CH:3]=1.I[Si](C)(C)C>C(#N)C>[NH2:21][C:17]1[C:16]([CH3:32])=[C:15]([C:14]2[C:6]3[C:5]4[C:9](=[CH:10][C:2]([Br:1])=[CH:3][CH:4]=4)[NH:8][C:7]=3[C:11]([C:34]([NH2:35])=[O:36])=[N:12][C:13]=2[CH3:33])[CH:20]=[CH:19][CH:18]=1. Reported procedure: To a solution of benzyl (3-(7-bromo-1-carbamoyl-3-methyl-9H-pyrido[3,4-b]indol-4-yl)-2-methylphenyl)carbamate (1.10 g, 2.02 mmol) in acetonitrile (100 mL) at 0° C. was added iodotrimethylsilane (1.10 mL, 8.10 mmol) dropwise. The mixture was stirred at room temperature for 1.5 h. After concentration, diethylamine (2 mL) and ethyl acetate (150 mL) were added to the residue. The mixture was washed with water (2×40 mL), washed with brine (40 mL), and dried over anhydrous sodium sulfate. Concentratio... Starting materials: BrCC=CC(=O)Cl (4-bromo-but-2-enoic acid chloride), C(C)(C)(C)OC(=O)N1CCNCC1 (piperazine-1-carboxylic acid tert.butyl ester), NC=1C=C2C(=NC=NC2=CC1OCC1CC1)NC1=CC(=C(C=C1)F)Cl (6-amino-4-[(3-chloro-4-fluoro-phenyl)amino]-7-cyclopropylmethoxy-quinazoline), C(C)(C)N(CC)C(C)C (diisopropylethylamine). Solvent: C(Cl)Cl (methylene chloride), CN(C=O)C (N,N-dimethyl-formamide), O1CCCC1 (tetrahydrofuran). Run at temperature 0 celsius, time 1 hour. Product: ClC=1C=C(C=CC1F)NC1=NC=NC2=CC(=C(C=C12)NC(C=CCN1CCN(CC1)C(=O)OC(C)(C)C)=O)OCC1CC1 (4-[(3-Chloro-4-fluoro-phenyl)amino]-6-({4-[4-(tert.butyloxy-carbonyl)-piperazin-1-yl]-1-oxo-2-buten-1-yl}amino)-7-cyclo-propylmethoxy-quinazoline). Reaction SMILES: [NH2:1][C:2]1[CH:3]=[C:4]2[C:9](=[CH:10][C:11]=1[O:12][CH2:13][CH:14]1[CH2:16][CH2:15]1)[N:8]=[CH:7][N:6]=[C:5]2[NH:17][C:18]1[CH:23]=[CH:22][C:21]([F:24])=[C:20]([Cl:25])[CH:19]=1.C(N(C(C)C)CC)(C)C.Br[CH2:36][CH:37]=[CH:38][C:39](Cl)=[O:40].[C:42]([O:46][C:47]([N:49]1[CH2:54][CH2:53][NH:52][CH2:51][CH2:50]1)=[O:48])([CH3:45])([CH3:44])[CH3:43]>O1CCCC1.C(Cl)Cl.CN(C)C=O>[Cl:25][C:20]1[CH:19]=[C:18]([NH:17][C:5]2[C:4]3[C:9](=[CH:10][C:11]([O:12][CH2:13][CH:14]4[CH2:16][CH2:15]4)=[C:2]([NH:1][C:39](=[O:40])[CH:38]=[CH:37][CH2:36][N:52]4[CH2:51][CH2:50][N:49]([C:47]([O:46][C:42]([CH3:45])([CH3:44])[CH3:43])=[O:48])[CH2:54][CH2:53]4)[CH:3]=3)[N:8]=[CH:7][N:6]=2)[CH:23]=[CH:22][C:21]=1[F:24]. Procedure details: 4.7 ml of oxalyl dichloride are added to a solution of 4.51 g 4-bromo-but-2-enoic acid in 100 ml of methylene chloride at room temperature. After addition of one drop of N,N-dimethyl-formamide, the reaction mixture is stirred for approximately 45 minutes until the gas evolution has ceased. The solvent is distilled off in vacuo to give the crude acid chloride. In the meantime, a mixture of 7.00 g 6-amino-4-[(3-chloro-4-fluoro-phenyl)amino]-7-cyclopropylmethoxy-quinazoline and 10.2 ml diisopropyle... Reactants: C(C1=CC=CC=C1)OC(=O)N1CCC(CC1)C(NC1=NC=NC(=C1)Cl)=O (4-(6-chloro-pyrimidin-4-ylcarbamoyl)-piperidine-1-carboxylic acid benzyl ester), C(C)(C)OC1=C(C=CC=C1)B(O)O (2-isopropyloxyphenylboronic acid), C1(=CC=CC=C1)P(C1=CC=CC=C1)C1=CC=CC=C1 (triphenylphosphine). The reagents and catalysts are C(C)(=O)[O-].[Pd+2].C(C)(=O)[O-] (palladium(II) acetate). Run in C([O-])([O-])=O.[Na+].[Na+] (sodium carbonate), O1CCOCC1 (1,4-dioxane). Reaction conditions: temperature 110 celsius. Product: C(C1=CC=CC=C1)OC(=O)N1CCC(CC1)C(NC1=NC=NC(=C1)C1=C(C=CC=C1)OC(C)C)=O (4-[6-(2-isopropoxy-phenyl)-pyrimidin-4-ylcarbamoyl]-piperidine-1-carboxylic acid benzyl ester). The yield is 34.2%. RXN SMILES: [CH2:1]([O:8][C:9]([N:11]1[CH2:16][CH2:15][CH:14]([C:17](=[O:26])[NH:18][C:19]2[CH:24]=[C:23](Cl)[N:22]=[CH:21][N:20]=2)[CH2:13][CH2:12]1)=[O:10])[C:2]1[CH:7]=[CH:6][CH:5]=[CH:4][CH:3]=1.[CH:27]([O:30][C:31]1[CH:36]=[CH:35][CH:34]=[CH:33][C:32]=1B(O)O)([CH3:29])[CH3:28].C1(P(C2C=CC=CC=2)C2C=CC=CC=2)C=CC=CC=1>C(=O)([O-])[O-].[Na+].[Na+].O1CCOCC1.C([O-])(=O)C.[Pd+2].C([O-])(=O)C>[CH2:1]([O:8][C:9]([N:11]1[CH2:16][CH2:15][CH:14]([C:17](=[O:26])[NH:18][C:19]2[CH:24]=[C:23]([C:32]3[CH:33]=[CH:34][CH:35]=[CH:36][C:31]=3[O:30][CH:27]([CH3:29])[CH3:28])[N:22]=[CH:21][N:20]=2)[CH2:13][CH2:12]1)=[O:10])[C:2]1[CH:7]=[CH:6][CH:5]=[CH:4][CH:3]=1 |f:3.4.5,7.8.9|. Reported procedure: To a stirred mixture of 4-(6-chloro-pyrimidin-4-ylcarbamoyl)-piperidine-1-carboxylic acid benzyl ester (VIII) (0.830 g, 2.22 mmol), 2-isopropyloxyphenylboronic acid (0.400 g, 2.22 mmol) in saturated sodium carbonate solution (10 ml) and 1,4-dioxane (10 ml) was added palladium(II) acetate (0.1 g, 0.44 mmol) followed by triphenylphosphine (0.11 g, 0.42 mmol) at room temperature under an atmosphere of nitrogen. The resulting mixture was heated to reflux at 110° C. for one hour and monitored by TLC.... Starting materials: [OH-].[Na+] (sodium hydroxide), NS(=O)(=O)C=1C=C2C(NC(NC2=CC1Cl)C=1C=C(O[C@H]2C[C@H](N(C2)C(=O)N(CC)CCC(=O)OCC)C(=O)O)C=CC1)=O ((cis)-4-[3-[6-(aminosulfonyl)-7-chloro-1,2,3,4-tetrahydro-4-oxo-2-quinazolinyl]phenoxy]-1-[[(3-ethoxy-3-oxopropyl)ethylamino]carbonyl]-L-proline), Cl (hydrochloric acid). Solvent: O1CCCC1 (tetrahydrofuran). The product is NS(=O)(=O)C=1C=C2C(NC(NC2=CC1Cl)C=1C=C(O[C@H]2C[C@H](N(C2)C(=O)N(CC)CCC(=O)O)C(=O)O)C=CC1)=O ((cis)-4-[3-[6-(Aminosulfonyl)-7-chloro-1,2,3,4-tetrahydro-4-oxo-2-quinazolinyl]phenoxy]-1-[[(2-carboxyethyl)ethylamino]carbonyl]-L-proline). RXN SMILES: [NH2:1][S:2]([C:5]1[CH:6]=[C:7]2[C:12](=[CH:13][C:14]=1[Cl:15])[NH:11][CH:10]([C:16]1[CH:17]=[C:18]([CH:40]=[CH:41][CH:42]=1)[O:19][C@@H:20]1[CH2:24][N:23]([C:25]([N:27]([CH2:30][CH2:31][C:32]([O:34]CC)=[O:33])[CH2:28][CH3:29])=[O:26])[C@H:22]([C:37]([OH:39])=[O:38])[CH2:21]1)[NH:9][C:8]2=[O:43])(=[O:4])=[O:3].[OH-].[Na+].Cl>O1CCCC1>[NH2:1][S:2]([C:5]1[CH:6]=[C:7]2[C:12](=[CH:13][C:14]=1[Cl:15])[NH:11][CH:10]([C:16]1[CH:17]=[C:18]([CH:40]=[CH:41][CH:42]=1)[O:19][C@@H:20]1[CH2:24][N:23]([C:25]([N:27]([CH2:30][CH2:31][C:32]([OH:34])=[O:33])[CH2:28][CH3:29])=[O:26])[C@H:22]([C:37]([OH:39])=[O:38])[CH2:21]1)[NH:9][C:8]2=[O:43])(=[O:4])=[O:3] |f:1.2|. Procedure details: The product from Example 11 is dissolved in aqueous tetrahydrofuran and treated with a molar excess of aqueous sodium hydroxide. After the reaction is complete, the solution is acidified with dilute hydrochloric acid to precipitate out (cis)-4-[3-[6-(aminosulfonyl)-7-chloro-1,2,3,4-tetrahysro-4-oxo-2-quinazolinyl]phenoxy]-1-[[(2-carboxyethyl)ethylamino]carbonyl]-L-proline. Starting materials: CCCCC(Cc1ccc(OCCCN(C)C(=O)c2ccc(-c3ccccn3)cc2)cc1)C(=O)OCC, [Na+], [OH-]. Product: CCCCC(Cc1ccc(OCCCN(C)C(=O)c2ccc(-c3ccccn3)cc2)cc1)C(=O)O. Reaction SMILES: [CH2:1]([CH2:2][CH2:3][CH3:4])[CH:5]([C:6](=[O:7])[O:8][CH2:9][CH3:10])[CH2:11][c:12]1[cH:13][cH:14][c:15]([O:18][CH2:19][CH2:20][CH2:21][N:22]([CH3:23])[C:24]([c:25]2[cH:26][cH:27][c:28](-[c:31]3[n:32][cH:33][cH:34][cH:35][cH:36]3)[cH:29][cH:30]2)=[O:37])[cH:16][cH:17]1.[Na+:39].[OH-:38]>>[CH2:1]([CH2:2][CH2:3][CH3:4])[CH:5]([C:6](=[O:7])[OH:8])[CH2:11][c:12]1[cH:13][cH:14][c:15]([O:18][CH2:19][CH2:20][CH2:21][N:22]([CH3:23])[C:24]([c:25]2[cH:26][cH:27][c:28](-[c:31]3[n:32][cH:33][cH:34][cH:35][cH:36]3)[cH:29][cH:30]2)=[O:37])[cH:16][cH:17]1. Starting materials: Cl.N1C(CCC2=CC=CC=C12)C(=O)O ((±)-1,2,3,4-Tetrahydro-2-quinolinecarboxylic acid hydrochloride), ClCC(=O)Cl (chloroacetyl chloride), C(C1=CC=CC=C1)(=S)[O-].[K+] (potassium thiobenzoate), Cl (hydrochloric acid). Run in [OH-].[Na+] (sodium hydroxide), O (water), O (water), [OH-].[Na+] (sodium hydroxide), O (water). Reaction conditions: time 3 hour. The product is C(C1=CC=CC=C1)(=O)SCC(=O)N1C(CCC2=CC=CC=C12)C(=O)O ((±)-1-(2-benzoylthio-1-oxoethyl)-1,2,3,4-tetrahydro-2-quinolinecarboxylic acid). As a reaction SMILES: Cl.[NH:2]1[C:11]2[C:6](=[CH:7][CH:8]=[CH:9][CH:10]=2)[CH2:5][CH2:4][CH:3]1[C:12]([OH:14])=[O:13].Cl[CH2:16][C:17](Cl)=[O:18].[C:20]([O-:28])(=[S:27])[C:21]1[CH:26]=[CH:25][CH:24]=[CH:23][CH:22]=1.[K+].Cl>[OH-].[Na+].O>[C:20]([S:27][CH2:16][C:17]([N:2]1[C:11]2[C:6](=[CH:7][CH:8]=[CH:9][CH:10]=2)[CH2:5][CH2:4][CH:3]1[C:12]([OH:14])=[O:13])=[O:18])(=[O:28])[C:21]1[CH:26]=[CH:25][CH:24]=[CH:23][CH:22]=1 |f:0.1,3.4,6.7|. Procedure: (±)-1,2,3,4-Tetrahydro-2-quinolinecarboxylic acid hydrochloride (26 g) was dissolved in a cold solution of sodium hydroxide (9.6 g) and water (125 ml). The solution was cooled with an ice bath and under vigorous stirring, a solution of sodium hydroxide (4.8 g) and water (60 ml), and chloroacetyl chloride (9.9 ml) were added dropwise. The mixture was stirred for three hours at room temperature and then potassium thiobenzoate (21 g) in water (120 ml) was added. This mixture was stirred at room tem...